Dataset: the Open Reaction Database (ORD), a public repository of structured organic reaction records. Task: describe an organic reaction: reactants, conditions, products, and yield Reactants: FC(C(=O)C1=CC=C(C=C1)F)(F)F (2,2,2-trifluoro-1-(4-fluorophenyl)ethanone), ice water, CS(=O)C (DMSO), [H-].[Na+] (NaH), [I-].C[S+](C)C (Trimethylsulfonium iodide). Solvent: C1CCOC1 (THF), C1CCOC1 (THF). Reaction conditions: temperature 65 celsius, time 10 minute. Yields the product FC(C1(OC1)C1=CC=C(C=C1)F)(F)F (2-(trifluoromethyl)-2-(4-fluorophenyl)oxirane). RXN SMILES: CS(C)=O.[H-].[Na+].[I-].[CH3:8][S+](C)C.[F:12][C:13]([F:24])([F:23])[C:14]([C:16]1[CH:21]=[CH:20][C:19]([F:22])=[CH:18][CH:17]=1)=[O:15]>C1COCC1>[F:24][C:13]([F:12])([F:23])[C:14]1([C:16]2[CH:17]=[CH:18][C:19]([F:22])=[CH:20][CH:21]=2)[CH2:8][O:15]1 |f:1.2,3.4|. Procedure: The title compound was prepared by following general procedure 3. DMSO was added to NaH (1 equiv.) and heated to 65° C. for 1 h. THF was added at the same temperature and heated for another 10 min. After 10 min., the reaction mixture was cooled to 0° C. Trimethylsulfonium iodide (1 equiv.) was added and stirred for 10 min. after which the solution of 2,2,2-trifluoro-1-(4-fluorophenyl)ethanone (1 equiv.) in THF was added dropwise. After complete addition, the reaction mixture was stirred at RT fo... The reactants are CC1(OB(OC1(C)C)C=1C=NC(=NC1)N1CCC(CC1)OC1=C(C=CC=C1)C(F)(F)F)C (5-(4,4,5,5-tetramethyl-1,3,2-dioxaborolan-2-yl)-2-{4-[2-(trifluoromethyl)phenoxy]piperidin-1-yl}pyrimidine), BrC=1C=NN(C1)CC(=O)OCC (ethyl (4-bromo-1H-pyrazol-1-yl)acetate), C([O-])([O-])=O.[Na+].[Na+] (sodium carbonate). Reagents/catalysts: C1=CC=C(C=C1)P([C-]2C=CC=C2)C3=CC=CC=C3.C1=CC=C(C=C1)P([C-]2C=CC=C2)C3=CC=CC=C3.Cl[Pd]Cl.[Fe+2] (PdCl2(dppf)). The solvent is CN(C)C=O (DMF). Run at temperature 120 celsius. Product: FC(C1=C(OC2CCN(CC2)C2=NC=C(C=N2)C=2C=NN(C2)CC(=O)OCC)C=CC=C1)(F)F (Ethyl [4-(2-{4-[2-(trifluoromethyl)phenoxy]piperidin-1-yl}pyrimidin-5-yl)-1H-pyrazol-1-yl]acetate). As a reaction SMILES: CC1(C)C(C)(C)OB([C:9]2[CH:10]=[N:11][C:12]([N:15]3[CH2:20][CH2:19][CH:18]([O:21][C:22]4[CH:27]=[CH:26][CH:25]=[CH:24][C:23]=4[C:28]([F:31])([F:30])[F:29])[CH2:17][CH2:16]3)=[N:13][CH:14]=2)O1.Br[C:34]1[CH:35]=[N:36][N:37]([CH2:39][C:40]([O:42][CH2:43][CH3:44])=[O:41])[CH:38]=1.C(=O)([O-])[O-].[Na+].[Na+]>C1C=CC(P(C2C=CC=CC=2)[C-]2C=CC=C2)=CC=1.C1C=CC(P(C2C=CC=CC=2)[C-]2C=CC=C2)=CC=1.Cl[Pd]Cl.[Fe+2].CN(C=O)C>[F:29][C:28]([F:30])([F:31])[C:23]1[CH:24]=[CH:25][CH:26]=[CH:27][C:22]=1[O:21][CH:18]1[CH2:17][CH2:16][N:15]([C:12]2[N:13]=[CH:14][C:9]([C:34]3[CH:35]=[N:36][N:37]([CH2:39][C:40]([O:42][CH2:43][CH3:44])=[O:41])[CH:38]=3)=[CH:10][N:11]=2)[CH2:20][CH2:19]1 |f:2.3.4,5.6.7.8|. Procedure: Into a 50-mL round-bottom flask equipped with a magnetic stirbar and reflux condenser was added 5-(4,4,5,5-tetramethyl-1,3,2-dioxaborolan-2-yl)-2-{4-[2-(trifluoromethyl)phenoxy]piperidin-1-yl}pyrimidine (311 mg, 1.35 mmol), ethyl (4-bromo-1H-pyrazol-1-yl)acetate (400 mg, 0.89 mmol), PdCl2(dppf) (36 mg, 0.05 mmol), 2 M aqueous sodium carbonate solution (0.89 mL, 1.8 mmol) and DMF (4 mL). The resulting suspension was degassed under nitrogen for 20 min and then heated in the microwave to 120° C. fo... The reactants are O=C1CCC(=O)N1Br, COC(=O)Cc1ccc(OC)cc1, ClC(Cl)(Cl)Cl, CC(C)(C#N)N=NC(C)(C)C#N. The product is COC(=O)C(Br)c1ccc(OC)cc1. As a reaction SMILES: [Br:14][N:15]1[C:16](=[O:17])[CH2:18][CH2:19][C:20]1=[O:21].[CH3:1][O:2][c:3]1[cH:4][cH:5][c:6]([CH2:9][C:10](=[O:11])[O:12][CH3:13])[cH:7][cH:8]1.[Cl:34][C:35]([Cl:36])([Cl:37])[Cl:38].[N:22]#[C:23][C:24]([N:25]=[N:26][C:27]([C:28]#[N:29])([CH3:30])[CH3:31])([CH3:32])[CH3:33]>>[CH3:1][O:2][c:3]1[cH:4][cH:5][c:6]([CH:9]([C:10](=[O:11])[O:12][CH3:13])[Br:14])[cH:7][cH:8]1. The reactants are OC1(CCCCC1)C#CCN1C(SCC1=O)CCCC1=CC=C(C(=O)O)C=C1 (4-{3-[3-[3-(1-Hydroxycyclohexyl)-2-propynyl]-4-oxo-2-thiazolidinyl]propyl}benzoic acid), [H][H] (hydrogen). The reagents and catalysts are [Pd] (palladium on charcoal). Solvent: C(C)(=O)OCC (ethyl acetate). Yields the product OC1(CCCCC1)\C=C/CN1C(SCC1=O)CCCC1=CC=C(C(=O)O)C=C1 (4-{3-[3-[3-(1-Hydroxycyclohexyl)-(Z)-2-propenyl]-4-oxo-2-thiazolidinyl]propyl}benzoic Acid). RXN SMILES: [OH:1][C:2]1([C:8]#[C:9][CH2:10][N:11]2[C:15](=[O:16])[CH2:14][S:13][CH:12]2[CH2:17][CH2:18][CH2:19][C:20]2[CH:28]=[CH:27][C:23]([C:24]([OH:26])=[O:25])=[CH:22][CH:21]=2)[CH2:7][CH2:6][CH2:5][CH2:4][CH2:3]1.[H][H]>C(OCC)(=O)C.[Pd]>[OH:1][C:2]1(/[CH:8]=[CH:9]\[CH2:10][N:11]2[C:15](=[O:16])[CH2:14][S:13][CH:12]2[CH2:17][CH2:18][CH2:19][C:20]2[CH:21]=[CH:22][C:23]([C:24]([OH:26])=[O:25])=[CH:27][CH:28]=2)[CH2:3][CH2:4][CH2:5][CH2:6][CH2:7]1. Reported procedure: 4-{3-[3-[3-(1-Hydroxycyclohexyl)-2-propynyl]-4-oxo-2-thiazolidinyl]propyl}benzoic acid (4.0 g., 0.01 mole) is dissolved in ethyl acetate (50 ml.) and hydrogenated at 25° C. and one atmosphere pressure over 1.0 g. of a 5% palladium on charcoal catalyst. The theoretical amount (0.01 mole) of hydrogen is absorbed in 110 minutes. The catalyst is removed by filtration and the solvent evaporated. The residual oil is chromatographed on 60 g. of silica gel with elution by 2% methanol is chloroform. The ... Yields the product BrC=1C=NN2C1N=C(C=C2)N2CCN(CC2)C(=O)OCCOC (2-methoxyethyl 4-(3-bromopyrazolo[1,5-a]pyrimidin-5-yl)piperazine-1-carboxylate). Run at time 5 minute. Procedure details: To 10.00 g (35.44 mmol) of 3-bromo-5-(piperazin-1-yl)pyrazolo[1,5-a]pyrimidine dissolved in 120 mL of EtOAc, at 0° C. was added 5.40 g (38.99 mmol) of 2-methoxyethyl carbonochloridate, followed by 9.86 mL (70.88 mmol) of TEA. After 5 minutes, the ice bath was removed, and the reaction mixture stirred at RT. After 5 hr, LCMS showed that the reaction was complete. It was diluted with EtOAc, quenched with brine, and the organic layer dried over MgSO4. It was concentrated and purified on the ISCO wi... RXN SMILES: [Br:1][C:2]1[CH:3]=[N:4][N:5]2[CH:10]=[CH:9][C:8]([N:11]3[CH2:16][CH2:15][NH:14][CH2:13][CH2:12]3)=[N:7][C:6]=12.[C:17](Cl)(=[O:23])[O:18][CH2:19][CH2:20][O:21][CH3:22]>CCOC(C)=O>[Br:1][C:2]1[CH:3]=[N:4][N:5]2[CH:10]=[CH:9][C:8]([N:11]3[CH2:16][CH2:15][N:14]([C:17]([O:18][CH2:19][CH2:20][O:21][CH3:22])=[O:23])[CH2:13][CH2:12]3)=[N:7][C:6]=12. Run in CCOC(=O)C (EtOAc). The reactants are C(OCCOC)(=O)Cl (2-methoxyethyl carbonochloridate), BrC=1C=NN2C1N=C(C=C2)N2CCNCC2 (3-bromo-5-(piperazin-1-yl)pyrazolo[1,5-a]pyrimidine), TEA. Starting materials: C1(CC1)C(=O)N1C[C@@H](CC1)CC(=O)NN (2-[(3S)-1-(cyclopropylcarbonyl)-3-pyrrolidinyl]acetohydrazide), BrC1=CC(=C(C=C1)N=C=O)C(F)(F)F (4-bromo-1-isocyanato-2-(trifluoromethyl)benzene). Solvent: ClCCl (dichloromethane), ClCCl (dichloromethane). Conditions: temperature -78 celsius, time 1 hour. The product is BrC1=CC(=C(C=C1)NC(=O)NNC(C[C@H]1CN(CC1)C(=O)C1CC1)=O)C(F)(F)F (N-[4-bromo-2-(trifluoromethyl)phenyl]-2-{[(3S)-1-(cyclopropylcarbonyl)-3-pyrrolidinyl]acetyl}hydrazinecarboxamide). As a reaction SMILES: [Br:1][C:2]1[CH:7]=[CH:6][C:5]([N:8]=[C:9]=[O:10])=[C:4]([C:11]([F:14])([F:13])[F:12])[CH:3]=1.[CH:15]1([C:18]([N:20]2[CH2:24][CH2:23][C@@H:22]([CH2:25][C:26]([NH:28][NH2:29])=[O:27])[CH2:21]2)=[O:19])[CH2:17][CH2:16]1>ClCCl>[Br:1][C:2]1[CH:7]=[CH:6][C:5]([NH:8][C:9]([NH:29][NH:28][C:26](=[O:27])[CH2:25][C@@H:22]2[CH2:23][CH2:24][N:20]([C:18]([CH:15]3[CH2:17][CH2:16]3)=[O:19])[CH2:21]2)=[O:10])=[C:4]([C:11]([F:12])([F:13])[F:14])[CH:3]=1. Procedure: To a round-bottom flask was added 4-bromo-1-isocyanato-2-(trifluoromethyl)benzene (0.4 mL, 2.55 mmol) and dichloromethane (10 mL) under nitrogen. The mixture was cooled to −78° C. and a solution of 2-[(3S)-1-(cyclopropylcarbonyl)-3-pyrrolidinyl]acetohydrazide (520 mg, 2.461 mmol) in dichloromethane (15 mL) was then added to the cooled solution and immediately allowed to warm to room temperature. After 1 h, analysis by LCMS indicated desired product formation. The resulting precipitate was collec... Reactants: ClC1=CC=CC2=C1C1(CCNCC1)OC2=O (7-chloro-3H-spiro[2-benzofuran-1,4′-piperidin]-3-one), BrC1=C(C(=O)O)C=CC=C1Cl (2-bromo-3-chloro-benzoic acid), CO.Cl (MeOH HCl). Reagents/catalysts: [Pd] (Pd/C). The product is C(C1=CC=CC=C1)N1CCC(CC1)=O (1-benzyl-piperidin-4-one). As a reaction SMILES: Br[C:2]1[C:10](Cl)=[CH:9][CH:8]=[CH:7][C:3]=1[C:4](O)=O.ClC1C2[C:19]3([O:25]C(=O)C=2C=CC=1)[CH2:24][CH2:23][NH:22][CH2:21][CH2:20]3.CO.Cl>[Pd]>[CH2:4]([N:22]1[CH2:23][CH2:24][C:19](=[O:25])[CH2:20][CH2:21]1)[C:3]1[CH:7]=[CH:8][CH:9]=[CH:10][CH:2]=1 |f:2.3|. Reported procedure: Following the general procedure described in J. Org. Chem. 1976, 41, 2628, from 2-bromo-3-chloro-benzoic acid (the preparation of which is described in J. Org. Chem. 203, 68, 2030) and 1-benzyl-piperidin-4-one was prepared 7-chloro-3H-spiro[2-benzofuran-1,4′-piperidin]-3-one, after debenzylation (Pd/C, H2, MeOH/HCl), as a white solid. ES-MS m/e (%): 238.7 (M+H+). The reactants are CC(Cl)C(=O)O, Nc1cc(F)cc(F)c1. Yields the product CC(Nc1cc(F)cc(F)c1)C(=O)O. RXN SMILES: [Cl:10][CH:11]([C:12](=[O:13])[OH:14])[CH3:15].[F:1][c:2]1[cH:3][c:4]([NH2:5])[cH:6][c:7]([F:9])[cH:8]1>>[F:1][c:2]1[cH:3][c:4]([NH:5][CH:11]([C:12](=[O:13])[OH:14])[CH3:15])[cH:6][c:7]([F:9])[cH:8]1.